This data is from the Open Reaction Database (ORD), a public repository of structured organic reaction records. The task is: describe an organic reaction: reactants, conditions, products, and yield Yields the product O=C1NC(=O)c2ccc(Br)cc2C1=CNc1ccc(CN2CCCC2)cc1. RXN SMILES: [Br:1][c:2]1[cH:3][c:4]2[c:9]([cH:10][cH:11]1)[C:8](=[O:12])[NH:7][C:6](=[O:13])[C:5]2=[CH:14][O:15][CH3:16].[CH3:30][N:31]([CH3:32])[CH:33]=[O:34].[N:17]1([CH2:22][c:23]2[cH:24][cH:25][c:26]([NH2:29])[cH:27][cH:28]2)[CH2:18][CH2:19][CH2:20][CH2:21]1>>[Br:1][c:2]1[cH:3][c:4]2[c:9]([cH:10][cH:11]1)[C:8](=[O:12])[NH:7][C:6](=[O:13])[C:5]2=[CH:14][NH:29][c:26]1[cH:25][cH:24][c:23]([CH2:22][N:17]2[CH2:18][CH2:19][CH2:20][CH2:21]2)[cH:28][cH:27]1. Reactants: COC=C1C(=O)NC(=O)c2ccc(Br)cc21, CN(C)C=O, Nc1ccc(CN2CCCC2)cc1. The product is CC1OC(n2cc(F)c(=O)[nH]c2=O)C(O)C1O. Starting materials: CCCC[SnH](CCCC)CCCC, CO, Cc1ccccc1, O=c1[nH]c(=O)n(C2OC(CI)C(O)C2O)cc1F. RXN SMILES: [CH2:1]([SnH:2]([CH2:3][CH2:4][CH2:5][CH3:6])[CH2:7][CH2:8][CH2:9][CH3:10])[CH2:11][CH2:12][CH3:13].[CH3:32][OH:33].[CH3:34][c:35]1[cH:36][cH:37][cH:38][cH:39][cH:40]1.[I:14][CH2:15][CH:16]1[CH:17]([OH:31])[CH:18]([OH:30])[CH:19]([n:21]2[c:22](=[O:23])[nH:24][c:25](=[O:26])[c:27]([F:29])[cH:28]2)[O:20]1>>[CH3:15][CH:16]1[CH:17]([OH:31])[CH:18]([OH:30])[CH:19]([n:21]2[c:22](=[O:23])[nH:24][c:25](=[O:26])[c:27]([F:29])[cH:28]2)[O:20]1. The reactants are BrC1=CC2=C(N=CN2)C=C1 (5-bromobenzimidazole), NC1=CC=CC=C1 (aniline), C[Si](C)(C)[N-][Si](C)(C)C.[Li+] (lithiumbis(trimethylsilyl)amide). The reagents and catalysts are C=1C=CC(=CC1)/C=C/C(=O)/C=C/C2=CC=CC=C2.C=1C=CC(=CC1)/C=C/C(=O)/C=C/C2=CC=CC=C2.C=1C=CC(=CC1)/C=C/C(=O)/C=C/C2=CC=CC=C2.[Pd].[Pd] (Pd2 dba3). Solvent: 2-dicyclohexylphos-phino-2″-(N,N-dimethylamino)biphenyl, C1CCOC1 (THF), C1CCOC1 (THF). Product: C1(=CC=CC=C1)NC1=CC2=C(NC=N2)C=C1 (N-Phenyl-1H-benzo[d]imidazol-5-amine). As a reaction SMILES: Br[C:2]1[CH:10]=[CH:9][C:5]2[N:6]=[CH:7][NH:8][C:4]=2[CH:3]=1.[NH2:11][C:12]1[CH:17]=[CH:16][CH:15]=[CH:14][CH:13]=1.C[Si]([N-][Si](C)(C)C)(C)C.[Li+]>C1C=CC(/C=C/C(/C=C/C2C=CC=CC=2)=O)=CC=1.C1C=CC(/C=C/C(/C=C/C2C=CC=CC=2)=O)=CC=1.C1C=CC(/C=C/C(/C=C/C2C=CC=CC=2)=O)=CC=1.[Pd].[Pd].C1COCC1>[C:12]1([NH:11][C:2]2[CH:10]=[CH:9][C:5]3[NH:6][CH:7]=[N:8][C:4]=3[CH:3]=2)[CH:17]=[CH:16][CH:15]=[CH:14][CH:13]=1 |f:2.3,4.5.6.7.8|. Procedure details: The compound was synthesized starting from 5-bromobenzimidazole (1.0 g; 5 mmol; 1 eq.), aniline (559 mg; 0.547 ml; 6 mmol; 1.2 eq.), lithiumbis(trimethylsilyl)amide 1M in THF (11 ml; 11 mmol; 2.2 eq.), 2-dicyclohexylphos-phino-2″-(N,N-dimethylamino)biphenyl) (45 mg; 0.12 mmol; 0.024 eq.; 2.4 mol %), Pd2 dba3 (45 mg; 0.05 mmol; 0.01 eq.; 1 mol %) and THF (5 ml) according to method 1; Yield: 0.565 g (54.1%); MS m/z: 210.2 [M+H]+; 1H-NMR (500 MHz, DMSO d6): δ 6.72-6.75 (m, 1H); 6.94-6.96 (m, 1H); 7... Reactants: CCOC(=O)C(C)(C)Cn1ncc2c(-c3noc(-c4ccc(OC(C)C)c(C#N)c4)n3)cccc21, CCO, [Na+], [OH-]. Yields the product CC(C)Oc1ccc(-c2nc(-c3cccc4c3cnn4CC(C)(C)C(=O)O)no2)cc1C#N. As a reaction SMILES: [C:1](#[N:2])[c:3]1[cH:4][c:5](-[c:13]2[n:14][c:15](-[c:18]3[c:19]4[cH:20][n:21][n:22]([CH2:27][C:28]([C:29](=[O:30])[O:31][CH2:32][CH3:33])([CH3:34])[CH3:35])[c:23]4[cH:24][cH:25][cH:26]3)[n:16][o:17]2)[cH:6][cH:7][c:8]1[O:9][CH:10]([CH3:11])[CH3:12].[CH3:38][CH2:39][OH:40].[Na+:37].[OH-:36]>>[C:1](#[N:2])[c:3]1[cH:4][c:5](-[c:13]2[n:14][c:15](-[c:18]3[c:19]4[cH:20][n:21][n:22]([CH2:27][C:28]([C:29](=[O:30])[OH:31])([CH3:34])[CH3:35])[c:23]4[cH:24][cH:25][cH:26]3)[n:16][o:17]2)[cH:6][cH:7][c:8]1[O:9][CH:10]([CH3:11])[CH3:12]. The reactants are NN1C(CCCC1)C1=CC=CC=C1 (1-amino-2-phenylpiperidine), C(C1=CC=CC=C1)(=O)O[C@H]1[C@@H](O[C@@H]([C@H]1OC(C1=CC=CC=C1)=O)COC(C1=CC=CC=C1)=O)N1C2=NC(=NC(=C2N=C1)Cl)Cl (9-(2',3',5'-tri-O-benzoyl-β-D-ribofuranosyl)-2,6-dichloro-9H-purine). The product is ClC=1N=C(C=2N=CN([C@H]3[C@H](O)[C@H](O)[C@@H](CO)O3)C2N1)NN1C(CCCC1)C1=CC=CC=C1 (2-Chloro-N-(2-phenyl-1-piperidinyl)adenosine), solid. Yield: 26.0%. RXN SMILES: [NH2:1][N:2]1[CH2:7][CH2:6][CH2:5][CH2:4][CH:3]1[C:8]1[CH:13]=[CH:12][CH:11]=[CH:10][CH:9]=1.C([O:22][C@@H:23]1[C@H:27]([O:28]C(=O)C2C=CC=CC=2)[C@@H:26]([CH2:37][O:38]C(=O)C2C=CC=CC=2)[O:25][C@H:24]1[N:47]1[CH:55]=[N:54][C:53]2[C:48]1=[N:49][C:50]([Cl:57])=[N:51][C:52]=2Cl)(=O)C1C=CC=CC=1>>[Cl:57][C:50]1[N:51]=[C:52]([NH:1][N:2]2[CH2:7][CH2:6][CH2:5][CH2:4][CH:3]2[C:8]2[CH:13]=[CH:12][CH:11]=[CH:10][CH:9]=2)[C:53]2[N:54]=[CH:55][N:47]([C:48]=2[N:49]=1)[C@@H:24]1[O:25][C@H:26]([CH2:37][OH:38])[C@@H:27]([OH:28])[C@H:23]1[OH:22]. Procedure: The title compound was prepared according to method A as described in Example 1 was obtained as a solid (0.25 g, 26%) by the reaction of 1-amino-2-phenylpiperidine (Overberger, C. G. and Herin, L. P. Journal of Organic Chemistry, 1962, 27, 417) with 9-(2',3',5'-tri-O-benzoyl-β-D-ribofuranosyl)-2,6-dichloro-9H-purine, followed by deprotection (as described in Example 5) to give the title nucleoside (a ca. 60:40 mixture of diastereoisomers): m.p. 186°-210° C.; 1H NMR (400 MHz, Me2SO-d6) δ3.47-3.20... Reactants: CN1CCNCC1 (1-Methylpiperazine), C([O-])([O-])=O.[K+].[K+] (potassium carbonate), C(Br)C1CO1 (epibromohydrin), N(C1=CC=CC=C1)C1=NC(=NC=C1Br)NC1=CC=C(C=C1)O (4-anilino-5-bromo-2-(4-hydroxyanilino)pyrimidine). Solvent: CS(=O)C (DMSO). Run at time 12 hour. Yields the product N(C1=CC=CC=C1)C1=NC(=NC=C1Br)NC1=CC=C(C=C1)OCC(CN1CCN(CC1)C)O (4-Anilino-5-bromo-2-{4-[2-hydroxy-3-(4-methylpiperazin-1-yl)propoxy]anilino}pyrimidine). Isolated yield 30.0%. As a reaction SMILES: C(=O)([O-])[O-].[K+].[K+].[CH2:7]([CH:9]1[O:11][CH2:10]1)Br.[NH:12]([C:19]1[C:24]([Br:25])=[CH:23][N:22]=[C:21]([NH:26][C:27]2[CH:32]=[CH:31][C:30]([OH:33])=[CH:29][CH:28]=2)[N:20]=1)[C:13]1[CH:18]=[CH:17][CH:16]=[CH:15][CH:14]=1.[CH3:34][N:35]1[CH2:40][CH2:39][NH:38][CH2:37][CH2:36]1>CS(C)=O>[NH:12]([C:19]1[C:24]([Br:25])=[CH:23][N:22]=[C:21]([NH:26][C:27]2[CH:28]=[CH:29][C:30]([O:33][CH2:10][CH:9]([OH:11])[CH2:7][N:38]3[CH2:39][CH2:40][N:35]([CH3:34])[CH2:36][CH2:37]3)=[CH:31][CH:32]=2)[N:20]=1)[C:13]1[CH:18]=[CH:17][CH:16]=[CH:15][CH:14]=1 |f:0.1.2|. Reported procedure: A mixture of potassium carbonate (160 mg, 1.1 mmol), epibromohydrin (0.14 ml, 1.7 mmol) and 4-anilino-5-bromo-2-(4-hydroxyanilino)pyrimidine (Method 4, 200 mg, 0.56 mmol) in DMSO (2 ml) was stirred for 12 hours. 1-Methylpiperazine (0.62 ml) was added dropwise and the resulting solution was stirred for a further 12 hours. Silica (1 g) was added and volatile material was removed by evaporation. The residue was loaded onto a Varian Mega Bond Elut column and the column was eluted with 50:50 iso-hexa...